This data is from the Open Reaction Database (ORD), a public repository of structured organic reaction records. The task is: describe an organic reaction: reactants, conditions, products, and yield The reactants are BrC(Br)(Br)Br, CCCCCC1CCC(C=O)CC1, ClCCl, CCCCCC, c1ccc(P(c2ccccc2)c2ccccc2)cc1. The product is CCCCCC1CCC(C=C(Br)Br)CC1. Reaction SMILES: [Br:1][C:2]([Br:3])([Br:4])[Br:5].[CH2:25]([CH2:26][CH2:27][CH2:28][CH3:29])[CH:30]1[CH2:31][CH2:32][CH:33]([CH:36]=[O:37])[CH2:34][CH2:35]1.[CH2:44]([Cl:45])[Cl:46].[CH3:38][CH2:39][CH2:40][CH2:41][CH2:42][CH3:43].[c:6]1([P:7]([c:8]2[cH:9][cH:10][cH:11][cH:12][cH:13]2)[c:14]2[cH:15][cH:16][cH:17][cH:18][cH:19]2)[cH:20][cH:21][cH:22][cH:23][cH:24]1>>[Br:1][C:2]([Br:5])=[CH:36][CH:33]1[CH2:32][CH2:31][CH:30]([CH2:25][CH2:26][CH2:27][CH2:28][CH3:29])[CH2:35][CH2:34]1. Reactants: BrC=1C(=NC(=NC1)N1C[C@H](O[C@H](C1)C)C)C1=C(OC=C1)C (cis-4-[5-Bromo-4-(2-methyl-3-furanyl)-2-pyrimidinyl]-2,6-dimethylmorpholine), Cl.B(O)O (boronic acid HCl), C([O-])([O-])=O.[Na+].[Na+] (sodium carbonate), Cl.CC=1C=NC=CC1B(O)O ((3-methyl-4-pyridinyl)boronic acid HCl), C([O-])([O-])=O.[Na+].[Na+] (sodium carbonate), Cl (HCl), CCOCC (ether). The reagents and catalysts are C=1C=CC(=CC1)[P](C=2C=CC=CC2)(C=3C=CC=CC3)[Pd]([P](C=4C=CC=CC4)(C=5C=CC=CC5)C=6C=CC=CC6)([P](C=7C=CC=CC7)(C=8C=CC=CC8)C=9C=CC=CC9)[P](C=1C=CC=CC1)(C=1C=CC=CC1)C=1C=CC=CC1 (tetrakis(triphenylphosphine)palladium(0)), C=1C=CC(=CC1)[P](C=2C=CC=CC2)(C=3C=CC=CC3)[Pd]([P](C=4C=CC=CC4)(C=5C=CC=CC5)C=6C=CC=CC6)([P](C=7C=CC=CC7)(C=8C=CC=CC8)C=9C=CC=CC9)[P](C=1C=CC=CC1)(C=1C=CC=CC1)C=1C=CC=CC1 (tetrakis). Run in O1CCOCC1 (1,4-dioxane), O (water), O (water). Conditions: temperature 85 celsius. The product is Cl.C[C@@H]1CN(C[C@@H](O1)C)C1=NC=C(C(=N1)C1=C(OC=C1)C)C1=C(C=NC=C1)C (cis-2,6-dimethyl-4-[4-(2-methyl-3-furanyl)-5-(3-methyl-4-pyridinyl)-2-pyrimidinyl]morpholine hydrochloride). The yield is 29.9%. As a reaction SMILES: Br[C:2]1[C:3]([C:16]2[CH:20]=[CH:19][O:18][C:17]=2[CH3:21])=[N:4][C:5]([N:8]2[CH2:13][C@H:12]([CH3:14])[O:11][C@H:10]([CH3:15])[CH2:9]2)=[N:6][CH:7]=1.[ClH:22].B(O)O.C(=O)([O-])[O-].[Na+].[Na+].Cl.[CH3:33][C:34]1[CH:35]=[N:36][CH:37]=[CH:38][C:39]=1B(O)O.Cl.CCOCC>O1CCOCC1.O.C1C=CC([P]([Pd]([P](C2C=CC=CC=2)(C2C=CC=CC=2)C2C=CC=CC=2)([P](C2C=CC=CC=2)(C2C=CC=CC=2)C2C=CC=CC=2)[P](C2C=CC=CC=2)(C2C=CC=CC=2)C2C=CC=CC=2)(C2C=CC=CC=2)C2C=CC=CC=2)=CC=1>[ClH:22].[CH3:15][C@H:10]1[O:11][C@@H:12]([CH3:14])[CH2:13][N:8]([C:5]2[N:4]=[C:3]([C:16]3[CH:20]=[CH:19][O:18][C:17]=3[CH3:21])[C:2]([C:39]3[CH:38]=[CH:37][N:36]=[CH:35][C:34]=3[CH3:33])=[CH:7][N:6]=2)[CH2:9]1 |f:1.2,3.4.5,6.7,13.14,^1:59,61,80,99|. Procedure: cis-4-[5-Bromo-4-(2-methyl-3-furanyl)-2-pyrimidinyl]-2,6-dimethylmorpholine (100 mg, 0.284 mmol), 3-methyl-4-pyridinyl)boronic acid HCl (54.2 mg, 0.312 mmol), sodium carbonate (75 mg, 0.710 mmol) and tetrakis(triphenylphosphine)palladium(0) (16.40 mg, 0.014 mmol) were added together in 1,4-dioxane (3 mL) and water (0.500 mL) and the resulting mixture was heated at 85° C. under argon for 4 hours. A further amount of (3-methyl-4-pyridinyl)boronic acid HCl (54.2 mg, 0.312 mmol), sodium carbonate (7...